This data is from the Open Reaction Database (ORD), a public repository of structured organic reaction records. The task is: describe an organic reaction: reactants, conditions, products, and yield Reactants: CS(=O)(=O)OC1C(N(CCC1)C)=O (1-methyl-2-oxo-3-piperidinyl methanesulfonate), C(C)(=S)[O-].[K+] (potassium thioacetate). The solvent is CC(=O)C (acetone). Yields the product C(C)(=S)OC1C(N(CCC1)C)=O (1-Methylpiperidin-2-on-3-yl Thioacetate). The yield is 40.1%. As a reaction SMILES: CS([O:5][CH:6]1[CH2:11][CH2:10][CH2:9][N:8]([CH3:12])[C:7]1=[O:13])(=O)=O.[C:14]([O-])(=[S:16])[CH3:15].[K+]>CC(C)=O>[C:14]([O:5][CH:6]1[CH2:11][CH2:10][CH2:9][N:8]([CH3:12])[C:7]1=[O:13])(=[S:16])[CH3:15] |f:1.2|. Procedure: A mixture of 1-methyl-2-oxo-3-piperidinyl methanesulfonate (1.7 g., 0.008 mole) and potassium thioacetate (1.39 g., 0.012 mole) in 80 ml. acetone was refluxed under nitrogen for 20 hours. The reaction mixture was concentrated in vacuo and the residue was dissolved in 50 ml. ethyl acetate and 50 ml. water. The ethyl acetate layer was washed with 50 ml. water and 50 ml saturated aqueous sodium chloride solution, dried over anhydrous sodium acetate and concentrated in vacuo. The residue was chromat... The reactants are ClCC(Cl)(Cl)Cl (tetrachloroethane), C1(=CC=CC=C1)O (phenol), S(O)(O)(=O)=O (sulfuric acid), ClCC(Cl)(Cl)Cl (tetrachloroethane), [OH-].[Na+] (sodium hydroxide). The solvent is O (water), O (water). The product is C1=CC(=CC=C1O)S(=O)(=O)C2=CC=C(C=C2)O (4,4'-dihydroxydiphenylsulfone). Yield: 247.4%. RXN SMILES: [C:1]1([OH:7])[CH:6]=[CH:5][CH:4]=[CH:3][CH:2]=1.[S:8](=[O:12])(=O)(O)[OH:9].Cl[CH2:14][C:15](Cl)(Cl)Cl.[OH-:19].[Na+]>O>[CH:6]1[C:1]([OH:7])=[CH:2][CH:3]=[C:4]([S:8]([C:15]2[CH:14]=[CH:3][C:2]([OH:19])=[CH:1][CH:6]=2)(=[O:12])=[O:9])[CH:5]=1 |f:3.4|. Procedure: A mixture of 290 g (3.09 moles) of phenol, 146 g (1.46 moles) of 98% sulfuric acid and 90 g of tetrachloroethane is heated with stirring. When the temperature of the reaction system reaches about 140° C., the mixture begins to boil, giving off an azeotropic mixture of water and tetrachloroethane, which is condensed and separated into two phases, i.e., water and tetrachloroethane. The tetrachloroethane is continuously returned to the reaction mixture. With continuous heating, when the amount of t... Starting materials: CCS(N)(=O)=O, CCN=C=NCCCN(C)C, CN(C)c1ccncc1, ClCCl, Cl, O=C(O)c1cccc([N+](=O)[O-])c1. Product: CCS(=O)(=O)NC(=O)c1cccc([N+](=O)[O-])c1. RXN SMILES: [CH2:1]([CH3:2])[S:3](=[O:4])(=[O:5])[NH2:6].[CH3:20][N:21]([CH3:22])[CH2:23][CH2:24][CH2:25][N:26]=[C:27]=[N:28][CH2:29][CH3:30].[CH3:31][N:32]([CH3:33])[c:34]1[cH:35][cH:36][n:37][cH:38][cH:39]1.[Cl:40][CH2:41][Cl:42].[ClH:19].[N+:7](=[O:8])([O-:9])[c:10]1[cH:11][c:12]([C:13](=[O:14])[OH:15])[cH:16][cH:17][cH:18]1>>[CH2:1]([CH3:2])[S:3](=[O:4])(=[O:5])[NH:6][C:13]([c:12]1[cH:11][c:10]([N+:7](=[O:8])[O-:9])[cH:18][cH:17][cH:16]1)=[O:14]. Reactants: BrC=1C=CC2=C(C=3N=C(SC3CCO2)C=2N(N=CN2)C(C)C)C1 (9-Bromo-2-(2-isopropyl-2H-[1,2,4]triazol-3-yl)-4,5-dihydro-6-oxa-3-thia-1-aza-benzo[e]azulene), CC=1C=C(C=NC1)B(O)O (5-methylpyridin-3-ylboronic acid). Yields the product C(C)(C)N1N=CN=C1C=1SC=2CCOC3=C(C2N1)C=C(C=C3)C=3C=NC=C(C3)C (2-(2-Isopropyl-2H-[1,2,4]triazol-3-yl)-9-(5-methyl-pyridin-3-yl)-4,5-dihydro-6-oxa-3-thia-1-aza-benzo[e]azulene). Isolated yield 17.0%. RXN SMILES: Br[C:2]1[CH:3]=[CH:4][C:5]2[O:14][CH2:13][CH2:12][C:11]3[S:10][C:9]([C:15]4[N:16]([CH:20]([CH3:22])[CH3:21])[N:17]=[CH:18][N:19]=4)=[N:8][C:7]=3[C:6]=2[CH:23]=1.[CH3:24][C:25]1[CH:26]=[C:27](B(O)O)[CH:28]=[N:29][CH:30]=1>>[CH:20]([N:16]1[C:15]([C:9]2[S:10][C:11]3[CH2:12][CH2:13][O:14][C:5]4[CH:4]=[CH:3][C:2]([C:27]5[CH:28]=[N:29][CH:30]=[C:25]([CH3:24])[CH:26]=5)=[CH:23][C:6]=4[C:7]=3[N:8]=2)=[N:19][CH:18]=[N:17]1)([CH3:22])[CH3:21]. Procedure: Following the procedure for 128, 9-Bromo-2-(2-isopropyl-2H-[1,2,4]triazol-3-yl)-4,5-dihydro-6-oxa-3-thia-1-aza-benzo[e]azulene from Example 6 and 5-methylpyridin-3-ylboronic acid were reacted to give 191 (0.027 g, 17%). 1H NMR (400 MHz, DMSO) δ 8.73 (d, J=2.4, 2H), 8.42 (s, 1H), 8.12 (s, 1H), 7.89 (s, 1H), 7.69 (dd, J=8.4, 2.3, 1H), 7.20 (d, J=8.4, 1H), 5.82 (dt, J=13.1, 6.5, 1H), 4.43 (t, J=4.8, 2H), 3.56-3.39 (m, 2H), 2.39 (s, 3H), 1.58 (d, J=6.6, 6H). MS (ESI(+)): m/z 404.0 (M+H)